Dataset: the Open Reaction Database (ORD), a public repository of structured organic reaction records. Task: describe an organic reaction: reactants, conditions, products, and yield Starting materials: [H][H] (hydrogen), crude product, N[C@@H](C)C(=O)N1[C@H](C(=O)O)CCC1 (L-alanyl-L-proline), O=C(C(=O)OCC)CCC1=CC=CC=C1 (ethyl 2-oxo-4-phenylbutyrate). Reagents/catalysts: [Pd] (Pd on carbon). Run in C(C)O (ethanol). Yields the product C(C)OC(=O)C(CCC1=CC=CC=C1)N[C@@H](C)C(=O)N1[C@H](C(=O)O)CCC1 (N-(1-ethoxycarbonyl-3-phenylpropyl)-L-alanyl-L-proline). Isolated yield 59.6%. RXN SMILES: [NH2:1][C@H:2]([C:4]([N:6]1[CH2:13][CH2:12][CH2:11][C@H:7]1[C:8]([OH:10])=[O:9])=[O:5])[CH3:3].O=[C:15]([CH2:21][CH2:22][C:23]1[CH:28]=[CH:27][CH:26]=[CH:25][CH:24]=1)[C:16]([O:18][CH2:19][CH3:20])=[O:17].[H][H]>C(O)C.[Pd]>[CH2:19]([O:18][C:16]([CH:15]([NH:1][C@H:2]([C:4]([N:6]1[CH2:13][CH2:12][CH2:11][C@H:7]1[C:8]([OH:10])=[O:9])=[O:5])[CH3:3])[CH2:21][CH2:22][C:23]1[CH:24]=[CH:25][CH:26]=[CH:27][CH:28]=1)=[O:17])[CH3:20]. Procedure: A mixture of 0.814 g of L-alanyl-L-proline, 0.206 g of ethyl 2-oxo-4-phenylbutyrate, and 1.6 g of molecular sieves in 10 ml ethanol is hydrogenated at room temperature under 40 pounds pressure with 0.1 g of 10% Pd on carbon as catalyst. After uptake of hydrogen ceases the crude product obtained by filtration and concentration is absorbed on ion exchange resin, (Dowex 50, H+) and eluted with 2% pyridine in water to yield 0.224 g of N-(1-ethoxycarbonyl-3-phenylpropyl)-L-alanyl-L-proline. HPLC indi... Reactants: C(CCCCCCCC)[Si]1(CCC(CC1)C1=CC=C(C=C1)C1=CC(=C(C(=C1)F)O)F)C1=CC=CC=C1 (4-(4-(4-n-nonyl-4-phenyl-4-silacyclohexyl)phenyl) -2,6-difluorophenol), F[C@@H](CO)CCCCCC ((R)-2-fluoro-1-octanol). Yields the product C(CCCCCCCC)[Si@@H]1CC[C@H](CC1)C1=CC=C(C=C1)C1=CC(=C(C(=C1)F)OC[C@H](CCCCCC)F)F ((S)-4-(4-(trans-4-n-nonyl-4-silacyclohexyl)phenyl)-1-(2-fluorooctyloxy)-2,6-difluorobenzene). RXN SMILES: C([Si:10]1(C2C=CC=CC=2)[CH2:15][CH2:14][CH:13]([C:16]2[CH:21]=[CH:20][C:19]([C:22]3[CH:27]=[C:26]([F:28])[C:25]([OH:29])=[C:24]([F:30])[CH:23]=3)=[CH:18][CH:17]=2)[CH2:12][CH2:11]1)CCCCCCCC.[F:37][C@H:38]([CH2:41][CH2:42][CH2:43][CH2:44][CH2:45][CH3:46])[CH2:39]O>>[CH2:11]([Si@H:10]1[CH2:11][CH2:12][C@H:13]([C:16]2[CH:17]=[CH:18][C:19]([C:22]3[CH:27]=[C:26]([F:28])[C:25]([O:29][CH2:39][C@@H:38]([F:37])[CH2:41][CH2:42][CH2:43][CH2:44][CH2:45][CH3:46])=[C:24]([F:30])[CH:23]=3)=[CH:20][CH:21]=2)[CH2:14][CH2:15]1)[CH2:12][CH2:13][CH2:16][CH2:17][CH2:18][CH2:19][CH2:20][CH3:21]. Reported procedure: The general procedure of Example 1 was repeated using 4-(4-(4-n-nonyl-4-phenyl-4-silacyclohexyl)phenyl) -2,6-difluorophenol and (R)-2-fluoro-1-octanol, thereby obtaining the intended compound. Reactants: O=C([O-])[O-], CCOC(=O)CCCOc1cccc(CCCCCCBr)c1CCC(=O)OCC, CN(C)C=O, CC(C)=O, Oc1cc(I)cc(-c2ccsc2)c1, [K+], [K+], O. The product is CCOC(=O)CCCOc1cccc(CCCCCCOc2cc(I)cc(-c3ccsc3)c2)c1CCC(=O)OCC. Reaction SMILES: [C:43](=[O:44])([O-:45])[O-:46].[CH2:1]([CH3:2])[O:3][C:4]([CH2:5][CH2:6][CH2:7][O:8][c:9]1[c:10]([CH2:22][CH2:23][C:24](=[O:25])[O:26][CH2:27][CH3:28])[c:11]([CH2:15][CH2:16][CH2:17][CH2:18][CH2:19][CH2:20][Br:21])[cH:12][cH:13][cH:14]1)=[O:29].[CH3:49][N:50]([CH3:51])[CH:52]=[O:53].[CH3:55][C:56](=[O:57])[CH3:58].[I:30][c:31]1[cH:32][c:33]([OH:42])[cH:34][c:35](-[c:37]2[cH:38][s:39][cH:40][cH:41]2)[cH:36]1.[K+:47].[K+:48].[OH2:54]>>[CH2:1]([CH3:2])[O:3][C:4]([CH2:5][CH2:6][CH2:7][O:8][c:9]1[c:10]([CH2:22][CH2:23][C:24](=[O:25])[O:26][CH2:27][CH3:28])[c:11]([CH2:15][CH2:16][CH2:17][CH2:18][CH2:19][CH2:20][O:42][c:33]2[cH:32][c:31]([I:30])[cH:36][c:35](-[c:37]3[cH:38][s:39][cH:40][cH:41]3)[cH:34]2)[cH:12][cH:13][cH:14]1)=[O:29]. Reactants: CC(CSC(=O)c1ccccc1)C(=O)N1Cc2ccccc2CC1C(=O)O, CCCCCC, CO, C1CCC(NC2CCCCC2)CC1, N. The product is C1CCC(NC2CCCCC2)CC1, CC(CS)C(=O)N1Cc2ccccc2CC1C(=O)O. As a reaction SMILES: [C:14](=[O:15])([c:16]1[cH:17][cH:18][cH:19][cH:20][cH:21]1)[S:22][CH2:23][CH:24]([C:25](=[O:26])[N:27]1[CH2:28][c:29]2[cH:30][cH:31][cH:32][cH:33][c:34]2[CH2:35][CH:36]1[C:37](=[O:38])[OH:39])[CH3:40].[CH3:41][CH2:42][CH2:43][CH2:44][CH2:45][CH3:46].[CH3:48][OH:49].[CH:1]1([NH:7][CH:8]2[CH2:9][CH2:10][CH2:11][CH2:12][CH2:13]2)[CH2:2][CH2:3][CH2:4][CH2:5][CH2:6]1.[NH3:47]>>[CH:1]1([NH:7][CH:8]2[CH2:9][CH2:10][CH2:11][CH2:12][CH2:13]2)[CH2:2][CH2:3][CH2:4][CH2:5][CH2:6]1.[SH:22][CH2:23][CH:24]([C:25](=[O:26])[N:27]1[CH2:28][c:29]2[cH:30][cH:31][cH:32][cH:33][c:34]2[CH2:35][CH:36]1[C:37](=[O:38])[OH:39])[CH3:40]. Reactants: ClC1=C(C(=O)NC2=CC(=NN2C2=CC=CC=C2)C#N)C=C(C=C1)C1=NC=CC=C1F (2-chloro-N-(3-cyano-1-phenyl-1H-pyrazol-5-yl)-5-(3-fluoropyridin-2-yl)benzamide), C(=O)([O-])[O-].[K+].[K+] (K2CO3), OO (H2O2). Run in CS(=O)C (DMSO), O (water), Cl (HCl). Run at time 18 hour. Yields the product ClC1=C(C(=O)NC2=CC(=NN2C2=CC=CC=C2)C(=O)N)C=C(C=C1)C1=NC=CC=C1F (5-(2-chloro-5-(3-fluoropyridin-2-yl)benzamido)-1-phenyl-1H-pyrazole-3-carboxamide). Yield: 50.5%. RXN SMILES: [Cl:1][C:2]1[CH:23]=[CH:22][C:21]([C:24]2[C:29]([F:30])=[CH:28][CH:27]=[CH:26][N:25]=2)=[CH:20][C:3]=1[C:4]([NH:6][C:7]1[N:11]([C:12]2[CH:17]=[CH:16][CH:15]=[CH:14][CH:13]=2)[N:10]=[C:9]([C:18]#[N:19])[CH:8]=1)=[O:5].C([O-])([O-])=[O:32].[K+].[K+].OO>CS(C)=O.O.Cl>[Cl:1][C:2]1[CH:23]=[CH:22][C:21]([C:24]2[C:29]([F:30])=[CH:28][CH:27]=[CH:26][N:25]=2)=[CH:20][C:3]=1[C:4]([NH:6][C:7]1[N:11]([C:12]2[CH:13]=[CH:14][CH:15]=[CH:16][CH:17]=2)[N:10]=[C:9]([C:18]([NH2:19])=[O:32])[CH:8]=1)=[O:5] |f:1.2.3|. Procedure details: To a solution of 2-chloro-N-(3-cyano-1-phenyl-1H-pyrazol-5-yl)-5-(3-fluoropyridin-2-yl)benzamide (Example 90, 100 mg, 0.24 mmol) in DMSO (3 mL) was added K2CO3 (66 mg, 0.48 mmol) and H2O2 (30% aqueous solution, 1.5 mL) and the reaction was stirred at room temperature for 18 hours. The reaction was diluted with water (1 mL), and 2M aqueous HCl (3 mL) was added resulting in precipitation of a white solid. The solid was filtered, washed with water and dried to afford the title compound as a colourl... The reactants are C(C)OC(=O)C=1C=NC2=C(C=CC=C2C1Cl)OC (4-Chloro-8-methoxy-quinoline-3-carboxylic acid ethyl ester), C(C)OC(=O)[C@@H]1CC[C@H](CC1)N (trans-4-amino-cyclohexanecarboxylic acid ethylester). Product: C(C)OC(=O)C=1C=NC2=C(C=CC=C2C1N[C@@H]1CC[C@H](CC1)C(=O)OCC)OC (8-methoxy-4-(trans-4-ethoxycarbonyl-cyclohexylamino)-quinoline-3-carboxylic acid ethyl ester). RXN SMILES: [CH2:1]([O:3][C:4]([C:6]1[CH:7]=[N:8][C:9]2[C:14]([C:15]=1Cl)=[CH:13][CH:12]=[CH:11][C:10]=2[O:17][CH3:18])=[O:5])[CH3:2].[CH2:19]([O:21][C:22]([C@H:24]1[CH2:29][CH2:28][C@H:27]([NH2:30])[CH2:26][CH2:25]1)=[O:23])[CH3:20]>>[CH2:1]([O:3][C:4]([C:6]1[CH:7]=[N:8][C:9]2[C:14]([C:15]=1[NH:30][C@H:27]1[CH2:26][CH2:25][C@H:24]([C:22]([O:21][CH2:19][CH3:20])=[O:23])[CH2:29][CH2:28]1)=[CH:13][CH:12]=[CH:11][C:10]=2[O:17][CH3:18])=[O:5])[CH3:2]. Reported procedure: 4-Chloro-8-methoxy-quinoline-3-carboxylic acid ethyl ester (250 mg, 0.94 mmol) was treated with trans-4-amino-cyclohexanecarboxylic acid ethylester following general procedure B to afford 8-methoxy-4-(trans-4-ethoxycarbonyl-cyclohexylamino)-quinoline-3-carboxylic acid ethyl ester (207 mg). Thus obtained amino-ester (200 mg, 0.50 mmol) was subjected to reaction with 1-chloro-3-isocyanato-benzene according to general procedure C to furnish trans-4-[3-(3-chloro-phenyl)-7-methoxy-2,4-dioxo-3,4-dihyd... Reactants: OCCOC1=C(C(=NC=N1)NS(=O)(=O)CCC1=CC=CC=C1)C1=CC=C(C=C1)C (2-phenyl-ethanesulfonic acid [6-(2-hydroxy-ethoxy)-5-p-tolyl-pyrimidin-4-yl]-amide), [H-].[Na+] (sodium hydride), ClC1=NC=C(C=C1)C(F)(F)F (2-chloro-5-trifluoromethyl-pyridine). Solvent: C1CCOC1 (THF). Conditions: time 17 hour. Product: C1(=CC=C(C=C1)C=1C(=NC=NC1OCCOC1=NC=C(C=C1)C(F)(F)F)NS(=O)(=O)CCC1=CC=CC=C1)C (2-phenyl-ethanesulfonic acid {5-p-tolyl-6-[2-(5-trifluoromethyl-pyridin-2-yloxy)-ethoxy]-pyrimidin-4-yl}-amide). Isolated yield 88.8%. Reaction SMILES: [H-].[Na+].[OH:3][CH2:4][CH2:5][O:6][C:7]1[N:12]=[CH:11][N:10]=[C:9]([NH:13][S:14]([CH2:17][CH2:18][C:19]2[CH:24]=[CH:23][CH:22]=[CH:21][CH:20]=2)(=[O:16])=[O:15])[C:8]=1[C:25]1[CH:30]=[CH:29][C:28]([CH3:31])=[CH:27][CH:26]=1.Cl[C:33]1[CH:38]=[CH:37][C:36]([C:39]([F:42])([F:41])[F:40])=[CH:35][N:34]=1>C1COCC1>[C:28]1([CH3:31])[CH:29]=[CH:30][C:25]([C:8]2[C:9]([NH:13][S:14]([CH2:17][CH2:18][C:19]3[CH:24]=[CH:23][CH:22]=[CH:21][CH:20]=3)(=[O:15])=[O:16])=[N:10][CH:11]=[N:12][C:7]=2[O:6][CH2:5][CH2:4][O:3][C:33]2[CH:38]=[CH:37][C:36]([C:39]([F:42])([F:41])[F:40])=[CH:35][N:34]=2)=[CH:26][CH:27]=1 |f:0.1|. Reported procedure: To sodium hydride (27 mg, 60% in mineral oil) was added THF (15 ml) followed by 2-phenyl-ethanesulfonic acid [6-(2-hydroxy-ethoxy)-5-p-tolyl-pyrimidin-4-yl]-amide (80 mg, Referential Example 1). The mixture was stirred for 1 h at rt before 2-chloro-5-trifluoromethyl-pyridine (86 mg) was added. Stirring was continued for 17 h at 80° C. The solvent was evaporated, the residue was dissolved in water (20 ml), acidified with citric acid. The suspension was treated with hexane (15 ml). The solid mater... The reactants are [Br-], CC(=O)Oc1c(C(C)(C)C)cc(O)c(C=O)c1C, CC(C)[Mg+], C1CCOC1. Product: CC(=O)Oc1c(C(C)(C)C)cc(O)c(C(O)C(C)C)c1C. RXN SMILES: [Br-:19].[C:1]([CH3:2])(=[O:3])[O:4][c:5]1[c:6]([C:15]([CH3:16])([CH3:17])[CH3:18])[cH:7][c:8]([OH:14])[c:9]([CH:10]=[O:11])[c:12]1[CH3:13].[CH:20]([CH3:21])([CH3:22])[Mg+:23].[O:24]1[CH2:25][CH2:26][CH2:27][CH2:28]1>>[C:1]([CH3:2])(=[O:3])[O:4][c:5]1[c:6]([C:15]([CH3:16])([CH3:17])[CH3:18])[cH:7][c:8]([OH:14])[c:9]([CH:10]([OH:11])[CH:20]([CH3:21])[CH3:22])[c:12]1[CH3:13]. The reactants are [Mg] (magnesium), FC(C=1C=C(C=C(C1)C(F)(F)F)Br)(F)F (3,5-bis-trifluoromethylbromobenzene), CC(=O)C (acetone), [Cl-].[NH4+] (Ammonium chloride). Run in C(C)OCC (diethyl ether), C(C)OCC (diethylether). The product is FC(C=1C=C(C=C(C1)C(F)(F)F)C(C)(C)O)(F)F (2-(3,5-bis-trifluoromethyl-phenyl)-propan-2-ol). Isolated yield 99.2%. RXN SMILES: [Mg].[F:2][C:3]([F:16])([F:15])[C:4]1[CH:5]=[C:6](Br)[CH:7]=[C:8]([C:10]([F:13])([F:12])[F:11])[CH:9]=1.[CH3:17][C:18]([CH3:20])=[O:19].[Cl-].[NH4+]>C(OCC)C>[F:2][C:3]([F:16])([F:15])[C:4]1[CH:5]=[C:6]([C:18]([OH:19])([CH3:20])[CH3:17])[CH:7]=[C:8]([C:10]([F:13])([F:12])[F:11])[CH:9]=1 |f:3.4|. Reported procedure: 16.10 g (0.659 mol) of magnesium turnings was treated under argon in 450 ml of diethyl ether with 150 g (0.507 mol) of 3,5-bis-trifluoromethylbromobenzene at 33° C. for 1.5 h. Then a solution of 56.0 ml (0.763 mol) of acetone in 100 ml of diethylether was added at 16-22° C. under stirring. 110 ml of 25% Ammonium chloride solution was added at ca. 20° C. after 1.5 h to the reaction mixture and the suspension stirred for 1 h. The organic phase was dried over sodium sulfate, rotary evaporated and f...